Dataset: the Open Reaction Database (ORD), a public repository of structured organic reaction records. Task: describe an organic reaction: reactants, conditions, products, and yield Reactants: ClC1=CC=CC2=C1C(N1[C@H](C=3N2C=NC3C3=NOC(=N3)CN(CCC)CCC)CCC1)=O ((S)-8-chloro-1-(5-dipropylaminomethyl-1,2,4-oxadiazol-3-yl)-11,12,13,13a-tetrahydro-9H-imidazo[1,5-a]pyrrolo[2,1-c][1,4]benzodiazepin-9-one), Cl (hydrochloric acid). Run in C(C)O (ethanol). Run at time 10 minute. The product is Cl.ClC1=CC=CC2=C1C(N1[C@H](C=3N2C=NC3C3=NOC(=N3)CN(CCC)CCC)CCC1)=O ((S)-8-chloro-1-(5-dipropylaminomethyl-1,2,4-oxadiazol-3-yl)-11,12,13,13a-tetrahydro-9H-imidazo[1,5-a]pyrrolo[2,1-c][1,4]benzodiazepin-9-one hydrochloride). Yield: 136.3%. RXN SMILES: [Cl:1][C:2]1[C:7]2[C:8](=[O:32])[N:9]3[CH2:31][CH2:30][CH2:29][C@H:10]3[C:11]3[N:12]([CH:13]=[N:14][C:15]=3[C:16]3[N:20]=[C:19]([CH2:21][N:22]([CH2:26][CH2:27][CH3:28])[CH2:23][CH2:24][CH3:25])[O:18][N:17]=3)[C:6]=2[CH:5]=[CH:4][CH:3]=1.Cl>C(O)C>[ClH:1].[Cl:1][C:2]1[C:7]2[C:8](=[O:32])[N:9]3[CH2:31][CH2:30][CH2:29][C@H:10]3[C:11]3[N:12]([CH:13]=[N:14][C:15]=3[C:16]3[N:20]=[C:19]([CH2:21][N:22]([CH2:26][CH2:27][CH3:28])[CH2:23][CH2:24][CH3:25])[O:18][N:17]=3)[C:6]=2[CH:5]=[CH:4][CH:3]=1 |f:3.4|. Reported procedure: 1.93 g (4.24 mmol) of (S)-8-chloro-1-(5-dipropylaminomethyl-1,2,4-oxadiazol-3-yl)-11,12,13,13a-tetrahydro-9H-imidazo[1,5-a]pyrrolo[2,1-c][1,4]benzodiazepin-9-one in 20 ml of ethanol were treated with 0.88 ml (4.2 mmol) 4.78N ethanolic hydrochloric acid. After stirring at room temperature for 10 minutes the solution obtained was completely freed from the solvents. The residue was recrystallized from ethanol/ether. There were obtained 1.42 g (68%) of (S)-8-chloro-1-(5-dipropylaminomethyl-1,2,4-oxa... Reactants: CCO, CCOC(=O)C1=Cc2c(Cl)c(OC)cc(Cl)c2OC1C(F)(F)F, [Li+], [OH-], O, O. Product: COc1cc(Cl)c2c(c1Cl)C=C(C(=O)O)C(C(F)(F)F)O2. Reaction SMILES: [CH3:24][CH2:25][OH:26].[Cl:1][c:2]1[c:3]2[c:8]([c:9]([Cl:14])[cH:10][c:11]1[O:12][CH3:13])[O:7][CH:6]([C:15]([F:16])([F:17])[F:18])[C:5]([C:19](=[O:20])[O:21][CH2:22][CH3:23])=[CH:4]2.[Li+:28].[OH-:27].[OH2:29].[OH2:30]>>[Cl:1][c:2]1[c:3]2[c:8]([c:9]([Cl:14])[cH:10][c:11]1[O:12][CH3:13])[O:7][CH:6]([C:15]([F:16])([F:17])[F:18])[C:5]([C:19](=[O:20])[OH:21])=[CH:4]2. The reactants are [N+](=O)([O-])C1=CC=C(C=C1)S(=O)(=O)Cl (p-nitrobenzenesulfonyl chloride), C1(=CC=CC=C1)O (phenol). Solvent: N1=CC=CC=C1 (pyridine). Yields the product C1(=CC=CC=C1)OS(=O)(=O)C1=CC=C(C=C1)[N+](=O)[O-] (4-nitro-benzenesulfonic acid phenyl ester). RXN SMILES: [N+:1]([C:4]1[CH:9]=[CH:8][C:7]([S:10](Cl)(=[O:12])=[O:11])=[CH:6][CH:5]=1)([O-:3])=[O:2].[C:14]1([OH:20])[CH:19]=[CH:18][CH:17]=[CH:16][CH:15]=1>N1C=CC=CC=1>[C:14]1([O:20][S:10]([C:7]2[CH:6]=[CH:5][C:4]([N+:1]([O-:3])=[O:2])=[CH:9][CH:8]=2)(=[O:11])=[O:12])[CH:19]=[CH:18][CH:17]=[CH:16][CH:15]=1. Reported procedure: A 19.4 g amount of p-nitrobenzenesulfonyl chloride is added to 16.5 g of phenol in 80 ml of pyridine. The mixture is heated on a steam bath for one hour then is filtered and cooled to room temperature. The resulting yellow solution is poured into 300 ml of 10% aqueous sodium carbonate solution and stirred vigorously until the product is crystallized out. The solid is filtered, washed with water and dried, then is recrystallized from 300 ml of hot ethanol to give 20.0 g of 4-nitro-benzenesulfonic... Reactants: Cl, Cl, Cl, O=C(O)c1cc2c(OCc3coc4ccc(F)cc34)cccc2[nH]1, CC1CN(C(C)CN2CCC(N)CC2)CCC1O. The product is CC1CN(C(C)CN2CCC(NC(=O)c3cc4c(OCc5coc6ccc(F)cc56)cccc4[nH]3)CC2)CCC1O. RXN SMILES: [ClH:25].[ClH:26].[ClH:27].[F:1][c:2]1[cH:3][cH:4][c:5]2[c:6]([c:7]([CH2:10][O:11][c:12]3[c:13]4[cH:14][c:15]([C:21](=[O:22])[OH:23])[nH:16][c:17]4[cH:18][cH:19][cH:20]3)[cH:8][o:9]2)[cH:24]1.[NH2:28][CH:29]1[CH2:30][CH2:31][N:32]([CH2:35][CH:36]([CH3:37])[N:38]2[CH2:39][CH:40]([CH3:45])[CH:41]([OH:44])[CH2:42][CH2:43]2)[CH2:33][CH2:34]1>>[F:1][c:2]1[cH:3][cH:4][c:5]2[c:6]([c:7]([CH2:10][O:11][c:12]3[c:13]4[cH:14][c:15]([C:21](=[O:22])[NH:28][CH:29]5[CH2:30][CH2:31][N:32]([CH2:35][CH:36]([CH3:37])[N:38]6[CH2:39][CH:40]([CH3:45])[CH:41]([OH:44])[CH2:42][CH2:43]6)[CH2:33][CH2:34]5)[nH:16][c:17]4[cH:18][cH:19][cH:20]3)[cH:8][o:9]2)[cH:24]1. The reactants are C(=O)(OCC)C1=C(OC=CC1=O)C (3-carboethoxy-2-methylpyr-4-one), NC1=CC=CC=C1 (aniline), O.C1(=CC=C(C=C1)S(=O)(=O)O)C (p-toluenesulfonic acid monohydrate). Run in C1(=CC=CC=C1)C (toluene). Product: C(=O)(OCC)C1=C(N(C=CC1=O)C1=CC=CC=C1)C (3-carboethoxy-N-phenyl-2-methylpyrid-4-one). As a reaction SMILES: [C:1]([C:6]1[C:11](=[O:12])[CH:10]=[CH:9]O[C:7]=1[CH3:13])([O:3][CH2:4][CH3:5])=[O:2].[NH2:14][C:15]1[CH:20]=[CH:19][CH:18]=[CH:17][CH:16]=1.O.C1(C)C=CC(S(O)(=O)=O)=CC=1>C1(C)C=CC=CC=1>[C:1]([C:6]1[C:11](=[O:12])[CH:10]=[CH:9][N:14]([C:15]2[CH:20]=[CH:19][CH:18]=[CH:17][CH:16]=2)[C:7]=1[CH3:13])([O:3][CH2:4][CH3:5])=[O:2] |f:2.3|. Reported procedure: The crude 3-carboethoxy-2-methylpyr-4-one isolated from the previous reaction is dissolved in 50 ml toluene. 2.4 g of aniline and 400 mg of p-toluenesulfonic acid monohydrate are added and the mixture refluxed for 1 hour. Evaporation of the solvent leaves 6.3 g of crude 3-carboethoxy-N-phenyl-2-methylpyrid-4-one.